This data is from the Open Reaction Database (ORD), a public repository of structured organic reaction records. The task is: describe an organic reaction: reactants, conditions, products, and yield The reactants are Cl (HCl), C(C)(=O)O[BH-](OC(C)=O)OC(C)=O.[Na+] (sodium triacetoxyborohydride), Cl.Cl.C(C1=CC=CC=C1)OC1=C(C=C(C=C1)C1=C(N=NC(=C1)OC1CCNCC1)CCCC)OC (4-(4-benzyloxy-3-methoxy-phenyl)-3-butyl-6-(piperidin-4-yloxy)-pyridazine dihydrochloride), C=O (formaldehyde), O (water). Reagents/catalysts: C(C)(=O)O (acetic acid). Solvent: CCOCC (ether), C(Cl)Cl (DCM), O.CCOC(=O)C (water EtOAc), C(=O)(O)[O-].[Na+] (NaHCO3), ClCCl (dichloromethane). Reaction conditions: time 0.5 hour. Product: Cl.Cl.C(C1=CC=CC=C1)OC1=C(C=C(C=C1)C1=C(N=NC(=C1)OC1CCN(CC1)C)CCCC)OC (4-(4-benzyloxy-3-methoxy-phenyl)-3-butyl-6-(1-methyl-piperidin-4-yloxy)-pyridazine dihydrochloride). The yield is 166.1%. As a reaction SMILES: [ClH:1].Cl.[CH2:3]([O:10][C:11]1[CH:16]=[CH:15][C:14]([C:17]2[CH:22]=[C:21]([O:23][CH:24]3[CH2:29][CH2:28][NH:27][CH2:26][CH2:25]3)[N:20]=[N:19][C:18]=2[CH2:30][CH2:31][CH2:32][CH3:33])=[CH:13][C:12]=1[O:34][CH3:35])[C:4]1[CH:9]=[CH:8][CH:7]=[CH:6][CH:5]=1.C=O.O.[C:39](O[BH-](OC(=O)C)OC(=O)C)(=O)C.[Na+].Cl>ClCCl.C(O)(=O)C.O.CCOC(C)=O.C([O-])(O)=O.[Na+].CCOCC>[ClH:1].[ClH:1].[CH2:3]([O:10][C:11]1[CH:16]=[CH:15][C:14]([C:17]2[CH:22]=[C:21]([O:23][CH:24]3[CH2:29][CH2:28][N:27]([CH3:39])[CH2:26][CH2:25]3)[N:20]=[N:19][C:18]=2[CH2:30][CH2:31][CH2:32][CH3:33])=[CH:13][C:12]=1[O:34][CH3:35])[C:4]1[CH:5]=[CH:6][CH:7]=[CH:8][CH:9]=1 |f:0.1.2,5.6,10.11,12.13,15.16.17|. Procedure details: To a solution of 4-(4-benzyloxy-3-methoxy-phenyl)-3-butyl-6-(piperidin-4-yloxy)-pyridazine dihydrochloride (1.0 mmol, 520 mg) in dichloromethane (5.0 mL) was added formaldehyde solution in water (37%, 10 mmol, 1.0 mL), and 2 drops of acetic acid. Then sodium triacetoxyborohydride (4.0 mmol, 848 mg) was added. And the mixture was stirred at room temperature for 0.5 hour then condensed. It was then diluted with water/EtOAc and neutralized with NaHCO3 powder. The solvent was removed in vacuo and th... The reactants are CC(COC)OC(=O)C (PGMEA), C(C(=C)C)(=O)[O-].OC=CC1=CC=CC=C1 (methacrylate hydroxystyrene), C(C(=O)O)(=O)O (oxalic acid). Product: COC(C=C)=O.OC=CC1=CC=CC=C1 (Methyacrylate hydroxystyrene). As a reaction SMILES: C[CH:2]([O:6][C:7]([CH3:9])=[O:8])COC.[C:10]([O-])(=O)C(C)=C.[OH:16][CH:17]=[CH:18][C:19]1[CH:24]=[CH:23][CH:22]=[CH:21][CH:20]=1.C(O)(=O)C(O)=O>>[CH3:2][O:6][C:7](=[O:8])[CH:9]=[CH2:10].[OH:16][CH:17]=[CH:18][C:19]1[CH:24]=[CH:23][CH:22]=[CH:21][CH:20]=1 |f:1.2,4.5|. Reported procedure: The same procedure as described in Example 3 was employed in this example. Specifically, about 100 g of PGMEA solution containing 25 wt. percent of methacrylate-hydroxystyrene copolymer (CMM, 50/50, from Maruzen) was added in with about 35 mg of oxalic acid and 11.4 g of MOCH. The reaction was quenched with 4 g of basic active aluminum oxide and showed 41 mole % protection on the phenol groups of the PHS polymer. Starting materials: ClC1=CC=C(C=C1)[Se]C1=C(C(=O)O)C=CC=C1 (2-(p-chlorophenylseleno)-benzoic acid), C1(=CC=CC=C1)[SeH] (selenophenol), IC1=C(C(=O)O)C=CC=C1 (2-iodobenzoic acid). Yields the product ClC1=CC=2C(C3=CC=CC=C3[Se]C2C=C1)=O (2-chloro-selenoxanthone), ClC1=CC=C(C=C1)[SeH] (4-chloroselenophenol), IC1=C(C(=O)O)C=CC=C1 (2-iodobenzoic acid). As a reaction SMILES: C1([SeH])C=CC=CC=1.[I:8][C:9]1[CH:17]=[CH:16][CH:15]=[CH:14][C:10]=1[C:11]([OH:13])=[O:12].[Cl:18][C:19]1[CH:24]=[CH:23][C:22]([Se:25][C:26]2[CH:34]=[CH:33][CH:32]=[CH:31][C:27]=2[C:28]([OH:30])=O)=[CH:21][CH:20]=1>>[Cl:18][C:19]1[CH:20]=[CH:21][C:22]2[Se:25][C:26]3[C:27](=[CH:31][CH:32]=[CH:33][CH:34]=3)[C:28](=[O:30])[C:23]=2[CH:24]=1.[Cl:18][C:19]1[CH:24]=[CH:23][C:22]([SeH:25])=[CH:21][CH:20]=1.[I:8][C:9]1[CH:17]=[CH:16][CH:15]=[CH:14][C:10]=1[C:11]([OH:13])=[O:12]. Procedure: Thus, e.g. 4-chloro-thiophenol and 2-iodo-benzoic acid are condensed to give 2-carboxy-4'-chlorodiphenylsulfide, which is then cyclized to 2-chloro-thioxanthone (cf. J. O. Jilek, M. Rajsner, J. Pomykacek and M. Protiva, Cesk. Farm. 14, (1965) 294-303). In an analogous manner, 4,5-dichlorothioxanthone is obtained from 2-(o-chlorophenylthio)-3-chlorobenzoic acid (cf. V. G. Kalawar, V. V. Badiger and K. S. Nargund, J. Karnatak Univ. 11, (1966) 37-41). Selenoxanthone is obtained from 2-(phenylseleno... Starting materials: C=Cc1cccc(C=O)c1, O, O, OCCO, Cc1ccc(S(=O)(=O)O)cc1, c1ccccc1. The product is C=Cc1cccc(C2OCCO2)c1. RXN SMILES: [CH:1](=[CH2:2])[c:3]1[cH:4][c:5]([CH:6]=[O:7])[cH:8][cH:9][cH:10]1.[OH2:15].[OH2:27].[OH:11][CH2:12][CH2:13][OH:14].[c:16]1([CH3:17])[cH:18][cH:19][c:20]([S:21]([OH:22])(=[O:23])=[O:24])[cH:25][cH:26]1.[cH:28]1[cH:29][cH:30][cH:31][cH:32][cH:33]1>>[CH:1](=[CH2:2])[c:3]1[cH:4][c:5]([CH:6]2[O:7][CH2:13][CH2:12][O:11]2)[cH:8][cH:9][cH:10]1. Reactants: [OH-].[Na+] (sodium hydroxide), [Cl-].C(C)(C)(C)[NH3+] (tertiary-butyl ammonium chloride), S(=O)(=O)(OC)OC (dimethyl sulfate), ClC1=C(N)C(=CC=C1Cl)[N+](=O)[O-] (2,3-dichloro-6-nitroaniline). Solvent: C1(=CC=CC=C1)C (toluene). Reaction conditions: time 4 hour. The product is ClC1=C(NC)C(=CC=C1Cl)[N+](=O)[O-] (2,3-dichloro-N-methyl-6-nitroaniline). RXN SMILES: [Cl:1][C:2]1[C:8]([Cl:9])=[CH:7][CH:6]=[C:5]([N+:10]([O-:12])=[O:11])[C:3]=1[NH2:4].[OH-].[Na+].[Cl-].[C:16]([NH3+])(C)(C)C.S(OC)(OC)(=O)=O>C1(C)C=CC=CC=1>[Cl:1][C:2]1[C:8]([Cl:9])=[CH:7][CH:6]=[C:5]([N+:10]([O-:12])=[O:11])[C:3]=1[NH:4][CH3:16] |f:1.2,3.4|. Reported procedure: 2,3-dichloro-6-nitroaniline (1.026 g, 5 mmole), was suspended in toluene (10 ml). To this vigorously stirred suspension was added 50% aqueous sodium hydroxide solution (1.7 g), tertiary-butyl ammonium chloride (0.07 g, 0.25 mmole) and dimethyl sulfate (0.51 ml, 5.4 mmole). After 4 hr stirring at room temperature the intense red solution was washed with water, brine, dried with magnesium sulfate, filtered, evaporated in vacuo. Weight=1.03 g, m.p.=82° C.